From a dataset of the Open Reaction Database (ORD), a public repository of structured organic reaction records. describe an organic reaction: reactants, conditions, products, and yield Reactants: O=C([O-])[O-], CCC(C)(C)O, Cc1nc(Cl)ccc1C(C)(C)O, [K+], [K+], CC(C)(O)c1ccc(-c2nc(C(N)=O)c(N)s2)cc1, O=C(C=Cc1ccccc1)C=Cc1ccccc1, O=C(C=Cc1ccccc1)C=Cc1ccccc1, O=C(C=Cc1ccccc1)C=Cc1ccccc1, [Pd], [Pd]. Yields the product Cc1nc(Nc2sc(-c3ccc(C(C)(C)O)cc3)nc2C(N)=O)ccc1C(C)(C)O. Reaction SMILES: [C:32](=[O:33])([O-:34])[O-:35].[C:38]([OH:39])([CH2:40][CH3:41])([CH3:42])[CH3:43].[Cl:20][c:21]1[cH:22][cH:23][c:24]([C:28]([CH3:29])([CH3:30])[OH:31])[c:25]([CH3:27])[n:26]1.[K+:36].[K+:37].[NH2:1][c:2]1[c:3]([C:17](=[O:18])[NH2:19])[n:4][c:5](-[c:7]2[cH:8][cH:9][c:10]([C:13]([CH3:14])([CH3:15])[OH:16])[cH:11][cH:12]2)[s:6]1.[O:46]=[C:47]([CH:48]=[CH:49][c:50]1[cH:51][cH:52][cH:53][cH:54][cH:55]1)[CH:56]=[CH:57][c:58]1[cH:59][cH:60][cH:61][cH:62][cH:63]1.[O:64]=[C:65]([CH:66]=[CH:67][c:68]1[cH:69][cH:70][cH:71][cH:72][cH:73]1)[CH:74]=[CH:75][c:76]1[cH:77][cH:78][cH:79][cH:80][cH:81]1.[O:82]=[C:83]([CH:84]=[CH:85][c:86]1[cH:87][cH:88][cH:89][cH:90][cH:91]1)[CH:92]=[CH:93][c:94]1[cH:95][cH:96][cH:97][cH:98][cH:99]1.[Pd:44].[Pd:45]>>[NH:1]([c:2]1[c:3]([C:17](=[O:18])[NH2:19])[n:4][c:5](-[c:7]2[cH:8][cH:9][c:10]([C:13]([CH3:14])([CH3:15])[OH:16])[cH:11][cH:12]2)[s:6]1)[c:21]1[cH:22][cH:23][c:24]([C:28]([CH3:29])([CH3:30])[OH:31])[c:25]([CH3:27])[n:26]1.